Task: describe an organic reaction: reactants, conditions, products, and yield. Dataset: the Open Reaction Database (ORD), a public repository of structured organic reaction records The reactants are CCSCC(=O)O, CCN=C=NCCCN(C)C, CNCc1ccc(C2=NOC(c3cc(Cl)c(Cl)c(Cl)c3)(C(F)(F)F)C2)cc1Cl, ClCCl, Cl. The product is CCSCC(=O)N(C)Cc1ccc(C2=NOC(c3cc(Cl)c(Cl)c(Cl)c3)(C(F)(F)F)C2)cc1Cl. Reaction SMILES: [CH2:29]([CH3:30])[S:31][CH2:32][C:33](=[O:34])[OH:35].[CH3:37][N:38]([CH3:39])[CH2:40][CH2:41][CH2:42][N:43]=[C:44]=[N:45][CH2:46][CH3:47].[Cl:1][c:2]1[cH:3][c:4]([C:11]2=[N:12][O:13][C:14]([C:16]([F:17])([F:18])[F:19])([c:20]3[cH:21][c:22]([Cl:28])[c:23]([Cl:27])[c:24]([Cl:26])[cH:25]3)[CH2:15]2)[cH:5][cH:6][c:7]1[CH2:8][NH:9][CH3:10].[Cl:48][CH2:49][Cl:50].[ClH:36]>>[Cl:1][c:2]1[cH:3][c:4]([C:11]2=[N:12][O:13][C:14]([C:16]([F:17])([F:18])[F:19])([c:20]3[cH:21][c:22]([Cl:28])[c:23]([Cl:27])[c:24]([Cl:26])[cH:25]3)[CH2:15]2)[cH:5][cH:6][c:7]1[CH2:8][N:9]([CH3:10])[C:33]([CH2:32][S:31][CH2:29][CH3:30])=[O:35]. Reactants: CC(C)=NO, COC1(c2cc(F)cc(Sc3ccc(CCl)c(Cl)c3)c2)CCOCC1. The product is COC1(c2cc(F)cc(Sc3ccc(CON=C(C)C)c(Cl)c3)c2)CCOCC1. As a reaction SMILES: [CH3:1][C:2]([CH3:3])=[N:4][OH:5].[Cl:6][c:7]1[cH:8][c:9]([S:15][c:16]2[cH:17][c:18]([C:23]3([O:29][CH3:30])[CH2:24][CH2:25][O:26][CH2:27][CH2:28]3)[cH:19][c:20]([F:22])[cH:21]2)[cH:10][cH:11][c:12]1[CH2:13][Cl:14]>>[CH3:1][C:2]([CH3:3])=[N:4][O:5][CH2:13][c:12]1[c:7]([Cl:6])[cH:8][c:9]([S:15][c:16]2[cH:17][c:18]([C:23]3([O:29][CH3:30])[CH2:24][CH2:25][O:26][CH2:27][CH2:28]3)[cH:19][c:20]([F:22])[cH:21]2)[cH:10][cH:11]1. Starting materials: C(C1=CC=CC=C1)(=O)NC1=CC=C(C=C1)C1=CC=C2CN(C(C2=C1)=O)[C@H](C(=O)O)C(C)C ((S)-2-(6-(4-Benzamidophenyl)-1-oxoisoindolin-2-yl)-3-methylbutanoic acid), C(C)(C)(C)C1=CC=C(C(=O)NC2=CC(=C(C=C2)C2=CC=C3CN(C(C3=C2)=O)[C@H](C(=O)OC)C(C)C)F)C=C1 ((S)-Methyl 2-(6-(4-(4-(tert-butyl)benzamido)-2-fluorophenyl)-1-oxoisoindolin-2-yl)-3-methylbutanoate). Product: C(C)(C)(C)C1=CC=C(C(=O)NC2=CC(=C(C=C2)C2=CC=C3CN(C(C3=C2)=O)[C@H](C(=O)O)C(C)C)F)C=C1 ((S)-2-(6-(4-(4-(tert-Butyl)benzamido)-2-fluorophenyl)-1-oxoisoindolin-2-yl)-3-methylbutanoic acid). The yield is 87.0%. Reaction SMILES: C(NC1C=CC(C2C=C3C(CN([C@@H](C(C)C)C(O)=O)C3=O)=CC=2)=CC=1)(=O)C1C=CC=CC=1.[C:33]([C:37]1[CH:70]=[CH:69][C:40]([C:41]([NH:43][C:44]2[CH:49]=[CH:48][C:47]([C:50]3[CH:58]=[C:57]4[C:53]([CH2:54][N:55]([C@@H:60]([CH:65]([CH3:67])[CH3:66])[C:61]([O:63]C)=[O:62])[C:56]4=[O:59])=[CH:52][CH:51]=3)=[C:46]([F:68])[CH:45]=2)=[O:42])=[CH:39][CH:38]=1)([CH3:36])([CH3:35])[CH3:34]>>[C:33]([C:37]1[CH:70]=[CH:69][C:40]([C:41]([NH:43][C:44]2[CH:49]=[CH:48][C:47]([C:50]3[CH:58]=[C:57]4[C:53]([CH2:54][N:55]([C@@H:60]([CH:65]([CH3:66])[CH3:67])[C:61]([OH:63])=[O:62])[C:56]4=[O:59])=[CH:52][CH:51]=3)=[C:46]([F:68])[CH:45]=2)=[O:42])=[CH:39][CH:38]=1)([CH3:34])([CH3:36])[CH3:35]. Reported procedure: The compound of example 604 was prepared analogous to compound of example 98 by hydrolysis of compound of example 603. The reactants are O=C([O-])O, COc1ncnc2sc(NC(=O)N3CCC(O)(c4cccc(C(F)(F)F)c4)CC3)nc12, CC#N, CC(=O)O, [Na+], O, O=S(=O)(O)O. Product: COc1ncnc2sc(NC(=O)N3CCC(NC(C)=O)(c4cccc(C(F)(F)F)c4)CC3)nc12. Reaction SMILES: [C:37]([O-:38])(=[O:39])[OH:40].[CH3:1][O:2][c:3]1[c:4]2[c:5]([n:6][cH:7][n:8]1)[s:9][c:10]([NH:12][C:13](=[O:14])[N:15]1[CH2:16][CH2:17][C:18]([c:21]3[cH:22][c:23]([C:27]([F:28])([F:29])[F:30])[cH:24][cH:25][cH:26]3)([OH:31])[CH2:19][CH2:20]1)[n:11]2.[CH3:42][C:43]#[N:44].[CH3:45][C:46](=[O:47])[OH:48].[Na+:41].[OH2:49].[S:32](=[O:33])(=[O:34])([OH:35])[OH:36]>>[CH3:1][O:2][c:3]1[c:4]2[c:5]([n:6][cH:7][n:8]1)[s:9][c:10]([NH:12][C:13](=[O:14])[N:15]1[CH2:16][CH2:17][C:18]([c:21]3[cH:22][c:23]([C:27]([F:28])([F:29])[F:30])[cH:24][cH:25][cH:26]3)([NH:44][C:43](=[O:38])[CH3:42])[CH2:19][CH2:20]1)[n:11]2. Reactants: CCCNC(C=O)COC, CS(=O)(=O)c1nnc(N=C=O)s1, c1ccccc1. Product: CCCN(C(=O)Nc1nnc(S(C)(=O)=O)s1)C(C=O)COC. As a reaction SMILES: [CH2:13]([CH2:14][CH3:15])[NH:16][CH:17]([CH:18]=[O:19])[CH2:20][O:21][CH3:22].[CH3:1][S:2](=[O:3])(=[O:4])[c:5]1[n:6][n:7][c:8]([N:10]=[C:11]=[O:12])[s:9]1.[cH:23]1[cH:24][cH:25][cH:26][cH:27][cH:28]1>>[CH3:1][S:2](=[O:3])(=[O:4])[c:5]1[n:6][n:7][c:8]([NH:10][C:11](=[O:12])[N:16]([CH2:13][CH2:14][CH3:15])[CH:17]([CH:18]=[O:19])[CH2:20][O:21][CH3:22])[s:9]1. Starting materials: CCOCCN, CCN(C)CC, CO, O=S(=O)(O)Cl, Cl, CCn1c(-c2ccnc(Nc3ccccc3)n2)cnc1C, O=S(Cl)Cl. The product is CCOCCNS(=O)(=O)c1ccc(Nc2nccc(-c3cnc(C)n3CC)n2)cc1. Reaction SMILES: [CH2:27]([CH3:28])[O:29][CH2:30][CH2:31][NH2:32].[CH2:33]([N:34]([CH2:35][CH3:36])[CH3:37])[CH3:38].[CH3:44][OH:45].[Cl:1][S:2](=[O:3])(=[O:4])[OH:5].[ClH:39].[NH:6]([c:7]1[cH:8][cH:9][cH:10][cH:11][cH:12]1)[c:13]1[n:14][cH:15][cH:16][c:17](-[c:19]2[cH:20][n:21][c:22]([CH3:26])[n:23]2[CH2:24][CH3:25])[n:18]1.[S:40]([Cl:41])([Cl:42])=[O:43]>>[S:2](=[O:3])(=[O:5])([c:10]1[cH:9][cH:8][c:7]([NH:6][c:13]2[n:14][cH:15][cH:16][c:17](-[c:19]3[cH:20][n:21][c:22]([CH3:26])[n:23]3[CH2:24][CH3:25])[n:18]2)[cH:12][cH:11]1)[NH:32][CH2:31][CH2:30][O:29][CH2:27][CH3:28]. Starting materials: O=C1CCCO1, Cc1c[nH]c2ccccc12, CN(C)C=O, [H-], [H][H], [Na+]. Yields the product Cc1cn(CCCC(=O)O)c2ccccc12. As a reaction SMILES: [C:15]1(=[O:20])[CH2:16][CH2:17][CH2:18][O:19]1.[CH3:1][c:2]1[cH:3][nH:4][c:5]2[cH:6][cH:7][cH:8][cH:9][c:10]12.[CH3:21][N:22]([CH3:23])[CH:24]=[O:25].[H-:11].[H:13][H:14].[Na+:12]>>[CH3:1][c:2]1[cH:3][n:4]([CH2:18][CH2:17][CH2:16][C:15](=[O:19])[OH:20])[c:5]2[cH:6][cH:7][cH:8][cH:9][c:10]12. The reactants are BrC=1C(=NC=C(C(=O)NC2=CC=C(C=C2)OC(F)(F)F)C1)Cl (5-bromo-6-chloro-N-(4-(trifluoromethoxy)phenyl)nicotinamide), C(CO)O (ethane-1,2-diol), C(=O)([O-])[O-].[K+].[K+] (K2CO3). Solvent: CN(C)C=O (DMF). Run at temperature 50 celsius, time 8 hour. The product is BrC=1C(=NC=C(C(=O)NC2=CC=C(C=C2)OC(F)(F)F)C1)OCCO (5-Bromo-6-(2-hydroxyethoxy)-N-(4-(trifluoromethoxy)phenyl)nicotinamide). RXN SMILES: [Br:1][C:2]1[C:3](Cl)=[N:4][CH:5]=[C:6]([CH:21]=1)[C:7]([NH:9][C:10]1[CH:15]=[CH:14][C:13]([O:16][C:17]([F:20])([F:19])[F:18])=[CH:12][CH:11]=1)=[O:8].[CH2:23]([OH:26])[CH2:24][OH:25].C([O-])([O-])=O.[K+].[K+]>CN(C=O)C>[Br:1][C:2]1[C:3]([O:25][CH2:24][CH2:23][OH:26])=[N:4][CH:5]=[C:6]([CH:21]=1)[C:7]([NH:9][C:10]1[CH:15]=[CH:14][C:13]([O:16][C:17]([F:20])([F:19])[F:18])=[CH:12][CH:11]=1)=[O:8] |f:2.3.4|. Procedure details: A mixture of 5-bromo-6-chloro-N-(4-(trifluoromethoxy)phenyl)nicotinamide (Stage 44.2, 400 mg, 1.011 mmol), ethane-1,2-diol (1 mL, 17.88 mmol), K2CO3 (210 mg, 1.517 mmol) and DMF (2 mL) was stirred at 50° C. overnight. The solvent was evaporated off under reduced pressure and the residue was treated with water and extracted with DCM. The combined extracts were dried over Na2SO4 and the solvent was evaporated off under reduced pressure to afford the title compound which was used directly. UPLC-MS ... Reactants: Cl (hydrochloric acid), COC=1C=C(C=C(C1OC)OC)C1=CC=C(C(=O)N2CCN(CC2)CC2=CC=C(C=C2)CN2CCN(CC2)C(C2=CC=C(C=C2)C2=CC(=C(C(=C2)OC)OC)OC)=O)C=C1 (1,4-bis[[4-[4-(3,4,5-trimethoxyphenyl)benzoyl]-1-piperazinyl]methyl]benzene). The solvent is C(C)O (ethanol). Yields the product Cl.Cl.COC=1C=C(C=C(C1OC)OC)C1=CC=C(C(=O)N2CCN(CC2)CC2=CC=C(C=C2)CN2CCN(CC2)C(C2=CC=C(C=C2)C2=CC(=C(C(=C2)OC)OC)OC)=O)C=C1 (1,4-bis[[4-[4-(3,4,5-Trimethoxyphenyl)benzoyl]-1-piperazinyl]methyl]benzene Dihydrochloride). Reaction SMILES: [ClH:1].[CH3:2][O:3][C:4]1[CH:5]=[C:6]([C:14]2[CH:61]=[CH:60][C:17]([C:18]([N:20]3[CH2:25][CH2:24][N:23]([CH2:26][C:27]4[CH:32]=[CH:31][C:30]([CH2:33][N:34]5[CH2:39][CH2:38][N:37]([C:40](=[O:59])[C:41]6[CH:46]=[CH:45][C:44]([C:47]7[CH:52]=[C:51]([O:53][CH3:54])[C:50]([O:55][CH3:56])=[C:49]([O:57][CH3:58])[CH:48]=7)=[CH:43][CH:42]=6)[CH2:36][CH2:35]5)=[CH:29][CH:28]=4)[CH2:22][CH2:21]3)=[O:19])=[CH:16][CH:15]=2)[CH:7]=[C:8]([O:12][CH3:13])[C:9]=1[O:10][CH3:11]>C(O)C>[ClH:1].[ClH:1].[CH3:54][O:53][C:51]1[CH:52]=[C:47]([C:44]2[CH:43]=[CH:42][C:41]([C:40]([N:37]3[CH2:38][CH2:39][N:34]([CH2:33][C:30]4[CH:29]=[CH:28][C:27]([CH2:26][N:23]5[CH2:24][CH2:25][N:20]([C:18](=[O:19])[C:17]6[CH:60]=[CH:61][C:14]([C:6]7[CH:5]=[C:4]([O:3][CH3:2])[C:9]([O:10][CH3:11])=[C:8]([O:12][CH3:13])[CH:7]=7)=[CH:15][CH:16]=6)[CH2:21][CH2:22]5)=[CH:32][CH:31]=4)[CH2:35][CH2:36]3)=[O:59])=[CH:46][CH:45]=2)[CH:48]=[C:49]([O:57][CH3:58])[C:50]=1[O:55][CH3:56] |f:3.4.5|. Procedure details: Concentrated hydrochloric acid (0.065 ml; 0.78 mmol) was added to a solution of 1,4-bis[[4-[4-(3,4,5-trimethoxyphenyl)benzoyl]-1-piperazinyl]methyl]benzene (157 mg; 0.19 mmol) in ethanol (5 ml) and the reaction mixture was concentrated under reduced pressure. After a process of adding ethanol (10 ml) to the residue and concentrating the mixture under reduced pressure was performed twice, the resultant concentrated residue was recrystallized from chloroform-methanol-diethyl ether to obtain the ti...